From a dataset of the Open Reaction Database (ORD), a public repository of structured organic reaction records. describe an organic reaction: reactants, conditions, products, and yield The reactants are N[C@@H](CCS)C(=O)O (L-homocysteine), [Na] (sodium), NC(CCS)C(=O)O (DL-homocysteine), CS(=O)(OC)=S (methyl methanethiosulfonate), N[C@@H](CS)C(=O)O (L-cysteine), N (ammonia). Yields the product CSSCCC(N)C(=O)O (S-(methylthio)-DL-homocysteine). Reaction SMILES: [NH2:1][CH:2]([C:6]([OH:8])=[O:7])[CH2:3][CH2:4][SH:5].[CH3:9][S:10](=S)(OC)=O.N[C@H](C(O)=O)CS.N[C@H](C(O)=O)CCS.[Na].N>>[CH3:9][S:10][S:5][CH2:4][CH2:3][CH:2]([C:6]([OH:8])=[O:7])[NH2:1] |^1:29|. Procedure details: S-(methylthio)-DL-homocysteine was prepared from DL-homocysteine (Research Organics, Inc., Cleveland, Ohio) and methyl methanethiosulfonate (Fairfield Chemical Company, Blythewood, S.C.) by a modification of the methylthiolation of L-cysteine as described by Smith et al. (Biochemistry, 14, 766-771 (1975)). The L-enantiomorph, L-SMETH, was prepared following reduction of L-homocysteine (Sigma Chemical Company, St. Louis, Mo.) with sodium in liquid ammonia. The excess sodium was removed by the add... Product: ClC1=C(C=CC(=C1)[N+](=O)[O-])CCN(CC)CC ([2-(2-chloro-4-nitrophenyl)ethyl]diethylamine). As a reaction SMILES: B.C1COCC1.[Cl:7][C:8]1[CH:13]=[C:12]([N+:14]([O-:16])=[O:15])[CH:11]=[CH:10][C:9]=1[CH2:17][C:18]([N:20]([CH2:23][CH3:24])[CH2:21][CH3:22])=O>C1COCC1>[Cl:7][C:8]1[CH:13]=[C:12]([N+:14]([O-:16])=[O:15])[CH:11]=[CH:10][C:9]=1[CH2:17][CH2:18][N:20]([CH2:21][CH3:22])[CH2:23][CH3:24] |f:0.1|. Conditions: time 4 hour. Reactants: B.C1CCOC1 (borane THF), ClC1=C(C=CC(=C1)[N+](=O)[O-])CC(=O)N(CC)CC (2-(2-chloro-4-nitrophenyl)-N,N-diethylacetamide). Procedure: 65 mL (65 mmol) of a 1M borane-THF solution is added dropwise to a solution of 3.7 g (13.67 mmol) of 2-(2-chloro-4-nitrophenyl)-N,N-diethylacetamide in 130 mL of THF at ambient temperature and stirred for 4 hours. Then the reaction mixture is evaporated down and the residue is combined with 15 mL of methanol and 15 mL of dilute hydrochloric acid. The mixture is then stirred for 15 minutes at 100° C., cooled, and diluted with water. Then the mixture is made alkaline with sodium carbonate solution... Solvent: C1CCOC1 (THF). The reactants are CC(C)(C)OC(=O)N1CC(CO)c2c1cc([N+](=O)[O-])c1ccccc21, CS(=O)(=O)Cl, O, c1ccncc1. The product is CC(C)(C)OC(=O)N1CC(COS(C)(=O)=O)c2c1cc([N+](=O)[O-])c1ccccc21. Reaction SMILES: [C:1]([CH3:2])([CH3:3])([CH3:4])[O:5][C:6](=[O:7])[N:8]1[CH2:9][CH:10]([CH2:24][OH:25])[c:11]2[c:12]3[c:13]([c:14]([N+:17](=[O:18])[O-:19])[cH:15][c:16]21)[cH:20][cH:21][cH:22][cH:23]3.[CH3:26][S:27]([Cl:28])(=[O:29])=[O:30].[OH2:37].[cH:31]1[cH:32][cH:33][n:34][cH:35][cH:36]1>>[C:1]([CH3:2])([CH3:3])([CH3:4])[O:5][C:6](=[O:7])[N:8]1[CH2:9][CH:10]([CH2:24][O:25][S:27]([CH3:26])(=[O:29])=[O:30])[c:11]2[c:12]3[c:13]([c:14]([N+:17](=[O:18])[O-:19])[cH:15][c:16]21)[cH:20][cH:21][cH:22][cH:23]3. Reported procedure: Sodium hydride (60 wt %, 0.54 g) was added to dimethyl sulfoxide (15 ml), and the mixture was stirred at 70° C. for 30 min and was then cooled to room temperature. 4-Amino-3-nitrophenol (2.07 g) was added to the cooled mixture, and the mixture was stirred at room temperature for 10 min. Next, 4-chloro-6,7-dimethoxyquinoline (1.50 g) was added thereto, and the mixture was stirred at 100° C. for 4 hr. Water was added to the reaction solution, followed by extraction with chloroform. The chloroform ... The yield is 23.2%. As a reaction SMILES: [H-].[Na+].CS(C)=O.[NH2:7][C:8]1[CH:13]=[CH:12][C:11]([OH:14])=[CH:10][C:9]=1[N+:15]([O-:17])=[O:16].Cl[C:19]1[C:28]2[C:23](=[CH:24][C:25]([O:31][CH3:32])=[C:26]([O:29][CH3:30])[CH:27]=2)[N:22]=[CH:21][CH:20]=1>O>[CH3:30][O:29][C:26]1[CH:27]=[C:28]2[C:23](=[CH:24][C:25]=1[O:31][CH3:32])[N:22]=[CH:21][CH:20]=[C:19]2[O:14][C:11]1[CH:12]=[CH:13][C:8]([NH2:7])=[C:9]([N+:15]([O-:17])=[O:16])[CH:10]=1 |f:0.1|. The reactants are ClC1=CC=NC2=CC(=C(C=C12)OC)OC (4-chloro-6,7-dimethoxyquinoline), [H-].[Na+] (Sodium hydride), CS(=O)C (dimethyl sulfoxide), NC1=C(C=C(C=C1)O)[N+](=O)[O-] (4-Amino-3-nitrophenol). Solvent: O (Water). Conditions: temperature 70 celsius, time 30 minute. The product is COC=1C=C2C(=CC=NC2=CC1OC)OC1=CC(=C(N)C=C1)[N+](=O)[O-] (4-[(6,7-Dimethoxy-4-quinolyl)oxy]-2-nitroaniline). Starting materials: [Al+3], [Al+3], CCOCC, [Cl-], [Cl-], [Cl-], [H-], [H-], [H-], [H-], [Li+], C1CCOC1, CCOC(=O)C=Cc1ccc(Cn2ccnc2)cc1. Product: OCC=Cc1ccc(Cn2ccnc2)cc1. Reaction SMILES: [Al+3:2].[Al+3:6].[CH3:30][CH2:31][O:32][CH2:33][CH3:34].[Cl-:1].[Cl-:3].[Cl-:4].[H-:10].[H-:5].[H-:8].[H-:9].[Li+:7].[O:35]1[CH2:36][CH2:37][CH2:38][CH2:39]1.[n:11]1([CH2:16][c:17]2[cH:18][cH:19][c:20]([CH:23]=[CH:24][C:25](=[O:26])[O:27][CH2:28][CH3:29])[cH:21][cH:22]2)[cH:12][n:13][cH:14][cH:15]1>>[n:11]1([CH2:16][c:17]2[cH:18][cH:19][c:20]([CH:23]=[CH:24][CH2:25][OH:26])[cH:21][cH:22]2)[cH:12][n:13][cH:14][cH:15]1. As a reaction SMILES: [CH3:31][CH2:32][CH2:33][CH2:34][CH2:35][CH3:36].[CH3:37][CH2:38][O:39][C:40](=[O:41])[CH3:42].[NH2:22][C:23](=[O:24])[c:25]1[cH:26][cH:27][cH:28][cH:29][cH:30]1.[O:1]([S:2]([c:3]1[cH:4][cH:5][c:6]([CH3:7])[cH:8][cH:9]1)(=[O:10])=[O:11])[c:12]1[cH:13][cH:14][cH:15][c:16]2[cH:17][cH:18][cH:19][cH:20][c:21]12>>[c:12]1([NH:22][C:23](=[O:24])[c:25]2[cH:26][cH:27][cH:28][cH:29][cH:30]2)[cH:13][cH:14][cH:15][c:16]2[cH:17][cH:18][cH:19][cH:20][c:21]12. Yields the product O=C(Nc1cccc2ccccc12)c1ccccc1. The reactants are CCCCCC, CCOC(C)=O, NC(=O)c1ccccc1, Cc1ccc(S(=O)(=O)Oc2cccc3ccccc23)cc1. The reactants are ClC=1C(=C(C=C2C(=CC(OC12)=O)C)CCC(=O)OC)O (Methyl 3-(8-chloro-7-hydroxy-4-methyl-2-oxo-2H-chromen-6-yl)propanoate), Cl (HCl). The solvent is [OH-].[Na+] (NaOH). Reaction conditions: time 30 minute. Product: ClC=1C(=C(C=C2C(=CC(OC12)=O)C)CCC(=O)O)O (3-(8-Chloro-7-hydroxy-4-methyl-2-oxo-2H-chromen-6-yl)propanoic acid). Isolated yield 99.8%. RXN SMILES: [Cl:1][C:2]1[C:3]([OH:20])=[C:4]([CH2:14][CH2:15][C:16]([O:18]C)=[O:17])[CH:5]=[C:6]2[C:11]=1[O:10][C:9](=[O:12])[CH:8]=[C:7]2[CH3:13].Cl>[OH-].[Na+]>[Cl:1][C:2]1[C:3]([OH:20])=[C:4]([CH2:14][CH2:15][C:16]([OH:18])=[O:17])[CH:5]=[C:6]2[C:11]=1[O:10][C:9](=[O:12])[CH:8]=[C:7]2[CH3:13] |f:2.3|. Procedure: Ester 6a (0.75 g, 2.5 mmol) was dissolved in 10 ml of 1N NaOH. After being kept at room temperature for 30 min the solution was acidified with 1N HCl to pH of 3. The precipitated material was collected by filtration and washed with water. Drying under vacuum over P2O5 afforded 0.705 g of acid 7a as an off-white solid. 1H NMR (DMSO-d6): δ 12.2 (br s, 1H), 10.41 (br s, 1H), 7.50 (s, 1H), 6.23 (s, 1H), 2.89 (t, J=7.5 Hz, 2H), 2.53 (t, J=7.5 Hz, 2H), 2.38 (s, 3H). The reactants are [Al+3], CCOC(=O)c1cc2c(cn1)COC2, C1CCOC1, [H-], [H-], [H-], [H-], [Li+], [Na+], [OH-], O. Product: OCc1cc2c(cn1)COC2. As a reaction SMILES: [Al+3:16].[CH2:1]1[O:2][CH2:3][c:4]2[cH:5][n:6][c:7]([C:10](=[O:11])[O:12][CH2:13][CH3:14])[cH:8][c:9]21.[CH2:24]1[O:25][CH2:26][CH2:27][CH2:28]1.[H-:15].[H-:18].[H-:19].[H-:20].[Li+:17].[Na+:23].[OH-:22].[OH2:21]>>[CH2:1]1[O:2][CH2:3][c:4]2[cH:5][n:6][c:7]([CH2:10][OH:11])[cH:8][c:9]21. The reactants are C(C1=CC=C(C(=O)OC)C=C1)(=O)OC (dimethyl terephthalate), C(CCO)O (1,3-propanediol), O.C(C)(=O)[O-].[La+3].C(C)(=O)[O-].C(C)(=O)[O-] (lanthanum acetate monohydrate). Product: C(C1=CC=C(C(=O)OCCCO)C=C1)(=O)OCCCO (bis(3-hydroxypropyl) terephthalate). RXN SMILES: [C:1]([O:13][CH3:14])(=[O:12])[C:2]1[CH:11]=[CH:10][C:5]([C:6]([O:8][CH3:9])=[O:7])=[CH:4][CH:3]=1.C(O)[CH2:16][CH2:17][OH:18].O.[C:21]([O-])(=[O:23])[CH3:22].[La+3].C([O-])(=O)C.C([O-])(=O)C>>[C:6]([O:8][CH2:9][CH2:16][CH2:17][OH:18])(=[O:7])[C:5]1[CH:10]=[CH:11][C:2]([C:1]([O:13][CH2:14][CH2:22][CH2:21][OH:23])=[O:12])=[CH:3][CH:4]=1 |f:2.3.4.5.6|. Procedure: This example demonstrates the transesterification reaction of dimethyl terephthalate with 1,3-propanediol using lanthanum acetate monohydrate as the transesterification catalyst (150 ppm La based on final polymer) to form bis(3-hydroxypropyl) terephthalate.